describe an organic reaction: reactants, conditions, products, and yield From a dataset of the Open Reaction Database (ORD), a public repository of structured organic reaction records. Solvent: Cl (hydrochloric acid), O (water). The product is O=C1C2=C(N(C=C1C(=O)O)C)C(OC1=C2C=CC=C1)=O (1,5-dihydro-1,5-dioxo-4-methyl-1-benzopyrano[3,4-b]pyridine-2-carboxylic acid). Yield: 81.7%. RXN SMILES: [O:1]=[C:2]1[C:7]([C:8]([O:10]CC)=[O:9])=[CH:6][N:5]([CH3:13])[C:4]2[C:14](=[O:22])[O:15][C:16]3[CH:21]=[CH:20][CH:19]=[CH:18][C:17]=3[C:3]1=2>Cl.O>[O:1]=[C:2]1[C:7]([C:8]([OH:10])=[O:9])=[CH:6][N:5]([CH3:13])[C:4]2[C:14](=[O:22])[O:15][C:16]3[CH:21]=[CH:20][CH:19]=[CH:18][C:17]=3[C:3]1=2. Procedure details: A suspension of ethyl 1,5-dihydro-1,5-dioxo-4-methyl-1-benzopyrano[3,4-b]pyridine-2-carboxylate (4.5 g, 0.0158 mole) in 5 N hydrochloric acid (100 ml) is refluxed under nitrogen for 20 hours. The reaction mixture is cooled and diluted with water. The product is filtered off, washed with water and sucked dry. Recrystallization from dimethylformamide gives white crystals (3.5 g, 85%), m.p. 295-297 (dec.). The reactants are O=C1C2=C(N(C=C1C(=O)OCC)C)C(OC1=C2C=CC=C1)=O (ethyl 1,5-dihydro-1,5-dioxo-4-methyl-1-benzopyrano[3,4-b]pyridine-2-carboxylate).